This data is from the Open Reaction Database (ORD), a public repository of structured organic reaction records. The task is: describe an organic reaction: reactants, conditions, products, and yield Starting materials: CN(C)C=O, O=P(Cl)(Cl)Cl, O=C1c2ccccc2-c2c1[nH]c(=O)c1ccccc21. The product is O=C1c2ccccc2-c2c1nc(Cl)c1ccccc21. As a reaction SMILES: [CH3:25][N:26]([CH3:27])[CH:28]=[O:29].[P:20]([Cl:21])([Cl:22])([Cl:23])=[O:24].[cH:1]1[c:2]2[c:3]3[c:4]([nH:5][c:6](=[O:11])[c:7]2[cH:8][cH:9][cH:10]1)[C:12](=[O:19])[c:13]1[cH:14][cH:15][cH:16][cH:17][c:18]1-3>>[cH:1]1[c:2]2[c:3]3[c:4]([n:5][c:6]([Cl:22])[c:7]2[cH:8][cH:9][cH:10]1)[C:12](=[O:19])[c:13]1[cH:14][cH:15][cH:16][cH:17][c:18]1-3.